From a dataset of the Open Reaction Database (ORD), a public repository of structured organic reaction records. describe an organic reaction: reactants, conditions, products, and yield Starting materials: O=CC(=O)O, COc1cc(B(O)O)ccc1F, CC#N, NC(=O)c1cccc(N)c1, CN(C)C=O, O. The product is COc1cc(C(Nc2cccc(C(N)=O)c2)C(=O)O)ccc1F. As a reaction SMILES: [C:24]([CH:25]=[O:26])(=[O:27])[OH:28].[CH3:11][O:12][c:13]1[cH:14][c:15]([B:20]([OH:21])[OH:22])[cH:16][cH:17][c:18]1[F:19].[CH3:29][C:30]#[N:31].[NH2:1][c:2]1[cH:3][c:4]([C:5](=[O:6])[NH2:7])[cH:8][cH:9][cH:10]1.[O:32]=[CH:33][N:34]([CH3:35])[CH3:36].[OH2:23]>>[NH:1]([c:2]1[cH:3][c:4]([C:5](=[O:6])[NH2:7])[cH:8][cH:9][cH:10]1)[CH:25]([c:15]1[cH:14][c:13]([O:12][CH3:11])[c:18]([F:19])[cH:17][cH:16]1)[C:24](=[O:27])[OH:28]. Conditions: time 4 hour. Yields the product COC(CNCCC1=CC(=C(C=C1)NC(=O)C=1C(=CC=CC1)C1=CC=C(C=C1)C(F)(F)F)C(N(C)C)=O)=O (({3-Dimethylcarbamoyl-4-[(4′-trifluoromethylbiphenyl-2-carbonyl)amino]benzyl}methylamino)acetic acid methyl ester). Yield: 73.1%. As a reaction SMILES: [CH3:1][N:2]([CH3:32])[C:3]([C:5]1[CH:10]=[C:9]([CH:11]=O)[CH:8]=[CH:7][C:6]=1[NH:13][C:14]([C:16]1[C:17]([C:22]2[CH:27]=[CH:26][C:25]([C:28]([F:31])([F:30])[F:29])=[CH:24][CH:23]=2)=[CH:18][CH:19]=[CH:20][CH:21]=1)=[O:15])=[O:4].Cl.[CH3:34][O:35][C:36](=[O:40])[CH2:37][NH:38][CH3:39].C(O[BH-](OC(=O)C)OC(=O)C)(=O)C.[Na+]>ClCCl.C(OCC)(=O)C>[CH3:34][O:35][C:36](=[O:40])[CH2:37][NH:38][CH2:39][CH2:11][C:9]1[CH:8]=[CH:7][C:6]([NH:13][C:14]([C:16]2[C:17]([C:22]3[CH:27]=[CH:26][C:25]([C:28]([F:30])([F:31])[F:29])=[CH:24][CH:23]=3)=[CH:18][CH:19]=[CH:20][CH:21]=2)=[O:15])=[C:5]([C:3](=[O:4])[N:2]([CH3:1])[CH3:32])[CH:10]=1 |f:1.2,3.4|. Reactants: CN(C(=O)C1=C(C=CC(=C1)C=O)NC(=O)C=1C(=CC=CC1)C1=CC=C(C=C1)C(F)(F)F)C (4′-trifluoromethylbiphenyl-2-carboxylic acid (2-dimethylcarbamoyl-4-formylphenyl)amide), Cl.COC(CNC)=O (N-methylglycine methyl ester hydrochloride), C(C)(=O)O[BH-](OC(C)=O)OC(C)=O.[Na+] (sodium triacetoxyborohydride). The solvent is C(C)(=O)OCC (ethyl acetate), ClCCl (dichloromethane). Procedure details: To a solution of 4′-trifluoromethylbiphenyl-2-carboxylic acid (2-dimethylcarbamoyl-4-formylphenyl)amide (137 mg) and N-methylglycine methyl ester hydrochloride (45 mg) in dichloromethane (2 mL) was added sodium triacetoxyborohydride (97 mg). The mixture was stirred at room temperature for 4 hours, diluted with ethyl acetate, washed successively with saturated aqueous sodium bicarbonate and saturated brine, dried over anhydrous sodium sulfate, and concentrated in vacuo. The residue was purified b... The reactants are Cc1cccc(Cl)c1Cl, O=[N+]([O-])O, O=S(=O)(O)O. Product: Cc1c([N+](=O)[O-])ccc(Cl)c1Cl. RXN SMILES: [Cl:10][c:11]1[c:12]([CH3:18])[cH:13][cH:14][cH:15][c:16]1[Cl:17].[OH:1][N+:2]([O-:3])=[O:4].[S:5](=[O:6])(=[O:7])([OH:8])[OH:9]>>[O-:1][N+:2](=[O:4])[c:13]1[c:12]([CH3:18])[c:11]([Cl:10])[c:16]([Cl:17])[cH:15][cH:14]1.